The task is: describe an organic reaction: reactants, conditions, products, and yield. This data is from the Open Reaction Database (ORD), a public repository of structured organic reaction records. Starting materials: C(C)OC(=O)C1(CC1)C#N (1-cyano-cyclopropanecarboxylic acid ethyl ester), COC(C(CN)(C)C)=O (3-amino-2,2-dimethyl-propanoic acid methyl ester). Yields the product COC(=O)C1(CC1)CN (1-aminomethyl-cyclopropanecarboxylic acid methyl ester). RXN SMILES: [CH2:1]([O:3][C:4]([C:6]1([C:9]#[N:10])[CH2:8][CH2:7]1)=[O:5])C.COC(=O)C(C)(C)CN>>[CH3:1][O:3][C:4]([C:6]1([CH2:9][NH2:10])[CH2:8][CH2:7]1)=[O:5]. Procedure: 1-aminomethyl-cyclopropanecarboxylic acid methyl ester was prepared by hydrogenation of 1-cyano-cyclopropanecarboxylic acid ethyl ester, by the method similar to the preparation of 3-amino-2,2-dimethyl-propanoic acid methyl ester, above. Starting materials: CN(C)CC1=CC=C(O1)CSCCN (2-(5-dimethylaminomethyl-2-furylmethylthio)ethylamine), CC1=CC=C(C=N1)CC=1C(NC(=NC1)SC)=O (5-(6-methyl-3-pyridylmethyl)-2-methylthio-4-pyrimidone). Solvent: N1=CC=CC=C1 (pyridine). Product: CN(C)CC1=CC=C(O1)CSCCNC1=NC=C(C(N1)=O)CC=1C=NC(=CC1)C (2-[2-(5-dimethylaminomethyl-2-furylmethylthio)ethylamino]-5-(6-methyl-3-pyridylmethyl)-4-pyrimidone). As a reaction SMILES: [CH3:1][N:2]([CH2:4][C:5]1[O:9][C:8]([CH2:10][S:11][CH2:12][CH2:13][NH2:14])=[CH:7][CH:6]=1)[CH3:3].[CH3:15][C:16]1[N:21]=[CH:20][C:19]([CH2:22][C:23]2[C:24](=[O:31])[NH:25][C:26](SC)=[N:27][CH:28]=2)=[CH:18][CH:17]=1>N1C=CC=CC=1>[CH3:3][N:2]([CH2:4][C:5]1[O:9][C:8]([CH2:10][S:11][CH2:12][CH2:13][NH:14][C:26]2[NH:25][C:24](=[O:31])[C:23]([CH2:22][C:19]3[CH:20]=[N:21][C:16]([CH3:15])=[CH:17][CH:18]=3)=[CH:28][N:27]=2)=[CH:7][CH:6]=1)[CH3:1]. Reported procedure: A mixture of 2-(5-dimethylaminomethyl-2-furylmethylthio)ethylamine (1.30 g), 5-(6-methyl-3-pyridylmethyl)-2-methylthio-4-pyrimidone (1.41 g) and pyridine (10 ml) was heated under reflux for 46 hours and evaporated to dryness. The residue was washed with hot water to give 2-[2-(5-dimethylaminomethyl-2-furylmethylthio)ethylamino]-5-(6-methyl-3-pyridylmethyl)-4-pyrimidone as an oil and this oil was treated with excess of hydrogen chloride in ethanol and evaporated to dryness. The residue was recrys...